This data is from the Open Reaction Database (ORD), a public repository of structured organic reaction records. The task is: describe an organic reaction: reactants, conditions, products, and yield Reactants: C1(=CC=CC=C1)O (phenol), BrN1C(CCC1=O)=O (N-bromosuccinimide), C(C1=CC=CC=C1)(=O)OOC(C1=CC=CC=C1)=O (benzoyl peroxide), C1(=CC=CC=C1)CCCOC1=CC=CC=C1 (1-phenyl-3-phenoxypropane), CCC (propane). Yields the product C1(=CC=CC=C1)C(CCOC1=CC=CC=C1)Br (1-phenyl-3-phenoxypropylbromide). RXN SMILES: C1(O)C=CC=CC=1.[C:8]1([CH2:14][CH2:15][CH2:16][O:17][C:18]2[CH:23]=[CH:22][CH:21]=[CH:20][CH:19]=2)[CH:13]=[CH:12][CH:11]=[CH:10][CH:9]=1.CCC.[Br:27]N1C(=O)CCC1=O.C(OOC(=O)C1C=CC=CC=1)(=O)C1C=CC=CC=1>>[C:8]1([CH:14]([Br:27])[CH2:15][CH2:16][O:17][C:18]2[CH:23]=[CH:22][CH:21]=[CH:20][CH:19]=2)[CH:9]=[CH:10][CH:11]=[CH:12][CH:13]=1. Procedure details: Following the above procedure but using phenol in place of m-methoxyphenol, there was prepared 1-phenyl-3-phenoxypropane distilling at 146°-9° C. at 6 torr. This propane derivative was brominated α to the phenyl group with N-bromosuccinimide and benzoyl peroxide to yield 1-phenyl-3-phenoxypropylbromide which compound was in turn reacted with dimethylamine in a sealed reaction vessel to yield N,N-dimethyl 1-phenyl-3-phenoxypropylamine boiling in the range 116°-118° C. at 0.3 torr. The hydrochlori... The reactants are Cl (HCl), C(C)OP(OCC)(=O)C=1C(NC2=CC(=C(C=C2C1)S(=O)(=O)Cl)Cl)=O ((7-Chloro-6-chlorosulphonyl-2-oxo-1,2-dihydro-3-quinolyl)phosphonic Acid Diethyl Ester), [OH-].[NH4+] (ammonium hydroxide), C(C)(=O)OCC (ethyl acetate). Yields the product C(C)OP(OCC)(=O)C=1C(NC2=CC(=C(C=C2C1)S(=O)(=O)N)Cl)=O (6-(Aminosulphonyl)-7-chloro-2-oxo-1,2-dihydro-3-quinolylphosphonic Acid Diethyl Ester). As a reaction SMILES: [CH2:1]([O:3][P:4]([C:9]1[C:10](=[O:24])[NH:11][C:12]2[C:17]([CH:18]=1)=[CH:16][C:15]([S:19](Cl)(=[O:21])=[O:20])=[C:14]([Cl:23])[CH:13]=2)(=[O:8])[O:5][CH2:6][CH3:7])[CH3:2].Cl.C(OCC)(=O)C.[OH-].[NH4+:33]>>[CH2:1]([O:3][P:4]([C:9]1[C:10](=[O:24])[NH:11][C:12]2[C:17]([CH:18]=1)=[CH:16][C:15]([S:19]([NH2:33])(=[O:21])=[O:20])=[C:14]([Cl:23])[CH:13]=2)(=[O:8])[O:5][CH2:6][CH3:7])[CH3:2] |f:3.4|. Reported procedure: A suspension of the compound obtained in Step E of Example 1 (1.26 g, 3.0 mmol) in 18 ml of 28% ammonium hydroxide solution is stirred. After a few minutes the batch is observed to pass into solution. Stirring is maintained for 30 minutes and the reaction mixture is rendered acidic with 4N HCl. A few ml of ethyl acetate are added with stirring and precipitation occurs. The precipitate is filtered off and dried in vacuo to yield the title product in the form of a cream-coloured powder. Starting materials: BrC(Br)(Br)Br, CC(=O)c1cn(-c2c(Cl)cc(C(F)(F)F)cc2Cl)nc1C#N, ClCCl, c1ccc(P(c2ccccc2)c2ccccc2)cc1. Product: CC(=C(Br)Br)c1cn(-c2c(Cl)cc(C(F)(F)F)cc2Cl)nc1C#N. Reaction SMILES: [C:20]([Br:21])([Br:22])([Br:23])[Br:24].[C:25]([CH3:26])(=[O:27])[c:28]1[c:29]([C:45]#[N:46])[n:30][n:31](-[c:33]2[c:34]([Cl:44])[cH:35][c:36]([C:40]([F:41])([F:42])[F:43])[cH:37][c:38]2[Cl:39])[cH:32]1.[Cl:47][CH2:48][Cl:49].[c:1]1([P:2]([c:3]2[cH:4][cH:5][cH:6][cH:7][cH:8]2)[c:9]2[cH:10][cH:11][cH:12][cH:13][cH:14]2)[cH:15][cH:16][cH:17][cH:18][cH:19]1>>[C:20]([Br:21])([Br:24])=[C:25]([CH3:26])[c:28]1[c:29]([C:45]#[N:46])[n:30][n:31](-[c:33]2[c:34]([Cl:44])[cH:35][c:36]([C:40]([F:41])([F:42])[F:43])[cH:37][c:38]2[Cl:39])[cH:32]1.